Dataset: the Open Reaction Database (ORD), a public repository of structured organic reaction records. Task: describe an organic reaction: reactants, conditions, products, and yield Reactants: COC(C1=CC(=CC=C1)OCC#C)=O (3-prop-2-ynyloxy-benzoic acid methyl ester). Run in C(C)N(C1=CC=CC=C1)CC (N,N-diethylaniline), CCOCC (ether). Yields the product COC(=O)C=1C=2C=CCOC2C=CC1 (2H-chromene-5-carboxylic Acid Methyl Ester). As a reaction SMILES: [CH3:1][O:2][C:3](=[O:14])[C:4]1[CH:9]=[CH:8][CH:7]=[C:6]([O:10][CH2:11][C:12]#[CH:13])[CH:5]=1>C(N(CC)C1C=CC=CC=1)C.CCOCC>[CH3:1][O:2][C:3]([C:4]1[C:5]2[CH:13]=[CH:12][CH2:11][O:10][C:6]=2[CH:7]=[CH:8][CH:9]=1)=[O:14]. Reported procedure: A solution of 3-prop-2-ynyloxy-benzoic acid methyl ester (10.5 mmol) in N,N-diethylaniline (20 mL) is heated to reflux for 15 h. The mixture is cooled to RT, diluted with ether and washed with aq. HCl (5%) and brine. The solvents are removed in vacuo and the residue is purified by FC (heptane to heptane/EtOAc 95/5) to give the desired chromene derivative. 1H-NMR (CDCl3): δ=3.91 (s, 3H); 4.80 (bs, 2H); 5.93-5.98 (m, 1H); 6.99 (d, J=8.03 Hz, 1H); 7.16 (t, J=7.66 Hz, 1H); 7.34 (d, J=10.3 Hz, 1H); 7... The reactants are BrC1=NC=C(C=C1N)Cl (2-bromo-5-chloro-pyridin-3-ylamine), FC(C=1C=C(C=CC1)S(=O)(=O)Cl)(F)F (3-(trifluoromethyl)benzenesulfonyl chloride). Solvent: N1=CC=CC=C1 (pyridine). Run at time 18 hour. Product: BrC1=NC=C(C=C1NS(=O)(=O)C1=CC(=CC=C1)C(F)(F)F)Cl (N-(2-Bromo-5-chloro-pyridin-3-yl)-3-trifluoromethyl-benzenesulfonamide). RXN SMILES: [Br:1][C:2]1[C:7]([NH2:8])=[CH:6][C:5]([Cl:9])=[CH:4][N:3]=1.[F:10][C:11]([F:23])([F:22])[C:12]1[CH:13]=[C:14]([S:18](Cl)(=[O:20])=[O:19])[CH:15]=[CH:16][CH:17]=1>N1C=CC=CC=1>[Br:1][C:2]1[C:7]([NH:8][S:18]([C:14]2[CH:15]=[CH:16][CH:17]=[C:12]([C:11]([F:10])([F:22])[F:23])[CH:13]=2)(=[O:20])=[O:19])=[CH:6][C:5]([Cl:9])=[CH:4][N:3]=1. Reported procedure: To a stirred solution of 2-bromo-5-chloro-pyridin-3-ylamine (2.07 g, 10.0 mmol) in anhydrous pyridine (20 mL) was added 3-(trifluoromethyl)benzenesulfonyl chloride (4.90 g, 20.0 mmol) and the progress of the reaction was followed by LCMS. The reaction mixture was stirred overnight (18 h), then concentrated to dryness. The residue was dissolved in THF (20 mL) and stirred 18 h with 1M TBAF (20 mL) in THF to cleave the bis-sulfonamide. The THF was subsequently evaporated and the residue was dissolv... The reactants are CC1(OCC2=C(O1)C=CC(=C2)[C@H](CNCCC2=CC=C(OCCOCC=1C=C(C=CC1)S(=O)(=O)N(COCC[Si](C)(C)C)COCC[Si](C)(C)C)C=C2)O)C (3-({2-[4-(2-{[(2R)-2-(2,2-Dimethyl-4H-1,3-benzodioxin-6-yl)-2-hydroxyethyl]amino}ethyl)phenoxy]ethoxy}methyl)-N,N-bis{[2-(trimethylsilyl)ethoxy]methyl}benzenesulfonamide). Solvent: C(C)(=O)O (acetic acid), O (water). Yields the product O[C@@H](CNCCC1=CC=C(OCCOCC=2C=C(C=CC2)S(=O)(=O)N)C=C1)C1=CC(=C(C=C1)O)CO (3-[(2-{4-[2-({(2R)-2-Hydroxy-2-[4-hydroxy-3-(hydroxymethyl)phenyl]ethyl}amino)ethyl]phenoxy}ethoxy)methyl]benzenesulfonamide). The yield is 39.0%. RXN SMILES: CC1(C)[O:7][C:6]2[CH:8]=[CH:9][C:10]([C@@H:12]([OH:54])[CH2:13][NH:14][CH2:15][CH2:16][C:17]3[CH:53]=[CH:52][C:20]([O:21][CH2:22][CH2:23][O:24][CH2:25][C:26]4[CH:27]=[C:28]([S:32]([N:35](COCC[Si](C)(C)C)COCC[Si](C)(C)C)(=[O:34])=[O:33])[CH:29]=[CH:30][CH:31]=4)=[CH:19][CH:18]=3)=[CH:11][C:5]=2[CH2:4][O:3]1>C(O)(=O)C.O>[OH:54][C@H:12]([C:10]1[CH:9]=[CH:8][C:6]([OH:7])=[C:5]([CH2:4][OH:3])[CH:11]=1)[CH2:13][NH:14][CH2:15][CH2:16][C:17]1[CH:53]=[CH:52][C:20]([O:21][CH2:22][CH2:23][O:24][CH2:25][C:26]2[CH:27]=[C:28]([S:32]([NH2:35])(=[O:34])=[O:33])[CH:29]=[CH:30][CH:31]=2)=[CH:19][CH:18]=1. Reported procedure: 3-({2-[4-(2-{[(2R)-2-(2,2-Dimethyl-4H-1,3-benzodioxin-6-yl)-2-hydroxyethyl]amino}ethyl)phenoxy]ethoxy}methyl)-N,N-bis{[2-(trimethylsilyl)ethoxy]methyl}benzenesulfonamide (0.015 g) was heated at 75° for 6 h in acetic acid (1.5 ml) and water (0.75 ml). The solution was evaporated to dryness and re-evaporated twice with methanol to give crude product (0.012 g). This was purified by preparative layer chromatography on a silica plate (20×20 cm) which was developed twice in dichloromethane:ethanol: 0.... Yields the product COCCN1CCN(C2=NC(=O)C(=Cc3ccc4c(cnn4Cc4ccc(Cl)cc4C(F)(F)F)c3)S2)C(C)C1. RXN SMILES: [CH3:32][O:33][CH2:34][CH2:35][N:36]1[CH2:37][CH:38]([CH3:42])[NH:39][CH2:40][CH2:41]1.[Cl:1][c:2]1[cH:3][c:4]([C:28]([F:29])([F:30])[F:31])[c:5]([CH2:6][n:7]2[n:8][cH:9][c:10]3[cH:11][c:12]([CH:16]=[C:17]4[C:18](=[O:25])[N:19]=[C:20]([S:22][CH2:23][CH3:24])[S:21]4)[cH:13][cH:14][c:15]23)[cH:26][cH:27]1>>[Cl:1][c:2]1[cH:3][c:4]([C:28]([F:29])([F:30])[F:31])[c:5]([CH2:6][n:7]2[n:8][cH:9][c:10]3[cH:11][c:12]([CH:16]=[C:17]4[C:18](=[O:25])[N:19]=[C:20]([N:39]5[CH:38]([CH3:42])[CH2:37][N:36]([CH2:35][CH2:34][O:33][CH3:32])[CH2:41][CH2:40]5)[S:21]4)[cH:13][cH:14][c:15]23)[cH:26][cH:27]1. The reactants are COCCN1CCNC(C)C1, CCSC1=NC(=O)C(=Cc2ccc3c(cnn3Cc3ccc(Cl)cc3C(F)(F)F)c2)S1. As a reaction SMILES: P(Cl)(Cl)(Cl)=O.[CH:6]1([CH:9]([C:17]([C:26]2[CH:31]=[CH:30][C:29]([F:32])=[CH:28][CH:27]=2)([C:19]2[CH:24]=[CH:23][C:22]([F:25])=[CH:21][CH:20]=2)O)[C:10]([O:12][CH2:13][CH2:14][CH2:15][CH3:16])=[O:11])[CH2:8][CH2:7]1>N1C=CC=CC=1>[CH:6]1([C:9](=[C:17]([C:19]2[CH:24]=[CH:23][C:22]([F:25])=[CH:21][CH:20]=2)[C:26]2[CH:27]=[CH:28][C:29]([F:32])=[CH:30][CH:31]=2)[C:10]([O:12][CH2:13][CH2:14][CH2:15][CH3:16])=[O:11])[CH2:8][CH2:7]1. The yield is 79.4%. The solvent is N1=CC=CC=C1 (pyridine). Conditions: temperature 25 celsius, time 18 hour. Procedure details: Phosphorous oxychloride (1 mL) was added slowly to a solution of butyl 2-cyclopropyl-3,3-bis(4-fluorophenyl)-3-hydroxypropionate (0.2 g, 0.53 mmol) in 4.5 mL of pyridine at -10° C. After stirring for 18 hours at 25° C., the mixture was heated at 100°-110° C. for 1.25 hours. The mixture was poured over ice and extracted with diethyl ether. The extracts were dried with magnesium sulfate to give 0.15 g of the title compound as an oil. MS(FAB): m/e =356 for M+ of C22H22F2O2. Yields the product C1(CC1)C(C(=O)OCCCC)=C(C1=CC=C(C=C1)F)C1=CC=C(C=C1)F (Butyl 2-cyclopropyl-3,3-bis(4-fluorophenyl)propenoate). Starting materials: P(=O)(Cl)(Cl)Cl (Phosphorous oxychloride), C1(CC1)C(C(=O)OCCCC)C(O)(C1=CC=C(C=C1)F)C1=CC=C(C=C1)F (butyl 2-cyclopropyl-3,3-bis(4-fluorophenyl)-3-hydroxypropionate). The reactants are ClC1=C(C=NC=2N1N=CC2C(=O)OCC)C(=O)N2CCC1(CC2)C(=CC2=CC=CC=C21)C (7-Chloro-3-ethoxycarbonyl-6-(2-methylspiro[inden-1,4′-piperidine]-1′-ylcarbonyl)pyrazolo[1,5-a]pyrimidine), NC1=CC=CC=C1 (aniline). The product is C(C)OC(=O)C=1C=NN2C1N=CC(=C2NC2=CC=CC=C2)C(=O)N2CCC1(CC2)C(=CC2=CC=CC=C21)C (3-Ethoxycarbonyl-6-(2-methylspiro[inden-1,4′-piperidine]-1′-ylcarbonyl)-7-phenylaminopyrazolo[1,5-a]pyrimidine). Yield: 77.1%. Reaction SMILES: Cl[C:2]1[N:7]2[N:8]=[CH:9][C:10]([C:11]([O:13][CH2:14][CH3:15])=[O:12])=[C:6]2[N:5]=[CH:4][C:3]=1[C:16]([N:18]1[CH2:23][CH2:22][C:21]2([C:31]3[C:26](=[CH:27][CH:28]=[CH:29][CH:30]=3)[CH:25]=[C:24]2[CH3:32])[CH2:20][CH2:19]1)=[O:17].[NH2:33][C:34]1[CH:39]=[CH:38][CH:37]=[CH:36][CH:35]=1>>[CH2:14]([O:13][C:11]([C:10]1[CH:9]=[N:8][N:7]2[C:2]([NH:33][C:34]3[CH:39]=[CH:38][CH:37]=[CH:36][CH:35]=3)=[C:3]([C:16]([N:18]3[CH2:19][CH2:20][C:21]4([C:31]5[C:26](=[CH:27][CH:28]=[CH:29][CH:30]=5)[CH:25]=[C:24]4[CH3:32])[CH2:22][CH2:23]3)=[O:17])[CH:4]=[N:5][C:6]=12)=[O:12])[CH3:15]. Procedure: In the same manner as in Example 19, step 5 and using 7-chloro-3-ethoxycarbonyl-6-(2-methylspiro[inden-1,4′-piperidine]-1′-ylcarbonyl)pyrazolo[1,5-a]pyrimidine (0.220 g, 0.488 mmol) obtained in step 2 and aniline (0.054 mL, 0.585 mmol), the title compound (0.191 g, 79%) was obtained. Reactants: BrC1=C(C2=C(S1)C=C(C=C2)C(CN2C=NC=C2)=O)C (2-bromo-6-(1-imidazolyl)acetyl-3-methylbenzo[b]thiophene), O.NN (hydrazine hydrate), C(CO)O (ethylene glycol), [OH-].[K+] (Potassium hydroxide). Run in O (water). Run at temperature 135 celsius. Yields the product BrC1=C(C2=C(S1)C=C(C=C2)CCN2C=NC=C2)C (2-bromo-6-[2-(1-imidazolyl)ethyl]-3-methylbenzo[b]thiophene). Isolated yield 92.8%. RXN SMILES: [Br:1][C:2]1[S:6][C:5]2[CH:7]=[C:8]([C:11](=O)[CH2:12][N:13]3[CH:17]=[CH:16][N:15]=[CH:14]3)[CH:9]=[CH:10][C:4]=2[C:3]=1[CH3:19].O.NN.C(O)CO.[OH-].[K+]>O>[Br:1][C:2]1[S:6][C:5]2[CH:7]=[C:8]([CH2:11][CH2:12][N:13]3[CH:17]=[CH:16][N:15]=[CH:14]3)[CH:9]=[CH:10][C:4]=2[C:3]=1[CH3:19] |f:1.2,4.5|. Procedure: A mixture of 2-bromo-6-(1-imidazolyl)acetyl-3-methylbenzo[b]thiophene (0.45 g.), 99% hydrazine hydrate (0.20 g.) and ethylene glycol (5.0 ml.) was heated on a steam bath for 2 hours and then cooled. Potassium hydroxide (0.24 g.) was added and the mixture was heated at 135° C. for 1.5 hours and then cooled and poured into water. The mixture was extracted several times with ethyl acetate and the combined extracts were washed with water and dried (Na2SO4). Evaporation of the solvent gave an oil whi... Starting materials: ClC1=CC=C2C(=CC=NC2=C1)N1CCN(CC1)C(=O)NC1CC(CCCC1)O (4-(7-chloro-4-quinolinyl)-N-(3-hydroxycycloheptyl)-1-piperazinecarboxamide), CC(=O)OI1(C=2C=CC=CC2C(=O)O1)(OC(=O)C)OC(=O)C (Dess-Martin reagent). Solvent: C(Cl)Cl (CH2Cl2). Conditions: time 3 hour. Product: ClC1=CC=C2C(=CC=NC2=C1)N1CCN(CC1)C(=O)NC1CC(CCCC1)=O (4-(7-Chloro-4-quinolinyl)-N-(3-oxocycloheptyl)-1-piperazinecarboxamide). RXN SMILES: [Cl:1][C:2]1[CH:11]=[C:10]2[C:5]([C:6]([N:12]3[CH2:17][CH2:16][N:15]([C:18]([NH:20][CH:21]4[CH2:27][CH2:26][CH2:25][CH2:24][CH:23]([OH:28])[CH2:22]4)=[O:19])[CH2:14][CH2:13]3)=[CH:7][CH:8]=[N:9]2)=[CH:4][CH:3]=1.CC(OI1(OC(C)=O)(OC(C)=O)OC(=O)C2C=CC=CC1=2)=O>C(Cl)Cl>[Cl:1][C:2]1[CH:11]=[C:10]2[C:5]([C:6]([N:12]3[CH2:17][CH2:16][N:15]([C:18]([NH:20][CH:21]4[CH2:27][CH2:26][CH2:25][CH2:24][C:23](=[O:28])[CH2:22]4)=[O:19])[CH2:14][CH2:13]3)=[CH:7][CH:8]=[N:9]2)=[CH:4][CH:3]=1. Reported procedure: To a stirred solution of 4-(7-chloro-4-quinolinyl)-N-(3-hydroxycycloheptyl)-1-piperazinecarboxamide (300 mg, 0.744 mmol) in CH2Cl2 (20 mL), the Dess-Martin reagent (348 mg, 0.82 mmol) was added at rt. After 3 h, the reaction mixture was quenched with 1 g of Na2S2O3 and 5 mL of NaHCO3 (sat.). The reaction mixture was extracted with CH2Cl2, washed with brine, and dried over Na2SO4. Concentration in vacuo followed by flash chromatography afforded the title product. LC-MS: 401 (M++1). 1H NMR (CDCl3)...